This data is from the Open Reaction Database (ORD), a public repository of structured organic reaction records. The task is: describe an organic reaction: reactants, conditions, products, and yield Reactants: Clc1ccc(-c2cc(CBr)no2)s1, COC(=O)c1cnc2[nH]c(C(=O)NC3CCN(C(C)C)CC3)cc2c1, [H-], [Na+], CN(C)C=O, O. The product is COC(=O)c1cnc2c(c1)cc(C(=O)NC1CCN(C(C)C)CC1)n2Cc1cc(-c2ccc(Cl)s2)on1. As a reaction SMILES: [Br:28][CH2:29][c:30]1[n:31][o:32][c:33](-[c:35]2[s:36][c:37]([Cl:40])[cH:38][cH:39]2)[cH:34]1.[CH3:1][O:2][C:3](=[O:4])[c:5]1[cH:6][c:7]2[c:8]([n:9][cH:10]1)[nH:11][c:12]([C:14]([NH:15][CH:16]1[CH2:17][CH2:18][N:19]([CH:22]([CH3:23])[CH3:24])[CH2:20][CH2:21]1)=[O:25])[cH:13]2.[H-:26].[Na+:27].[O:42]=[CH:43][N:44]([CH3:45])[CH3:46].[OH2:41]>>[CH3:1][O:2][C:3](=[O:4])[c:5]1[cH:6][c:7]2[c:8]([n:9][cH:10]1)[n:11]([CH2:29][c:30]1[n:31][o:32][c:33](-[c:35]3[s:36][c:37]([Cl:40])[cH:38][cH:39]3)[cH:34]1)[c:12]([C:14]([NH:15][CH:16]1[CH2:17][CH2:18][N:19]([CH:22]([CH3:23])[CH3:24])[CH2:20][CH2:21]1)=[O:25])[cH:13]2. The reactants are COC(=O)C1=CC=C(C=C1)COC1=C(N)C=CC(=C1)C (2-(4-methoxycarbonylphenyl)methoxy-4-methylaniline), C=O (formaldeyde), C(#N)[BH3-] (cyanoborohydride). Solvent: CO (methanol), C(C)(=O)O (actic acid), C(C)(=O)OCC (ethyl acetate). Run at time 3 hour. Yields the product COC(=O)C1=CC=C(C=C1)COC1=C(NC)C=CC(=C1)C (2-(4-methoxycarbonylphenyl)methoxy-4-methyl-N-methylaniline). Yield: 80.6%. As a reaction SMILES: [CH3:1][O:2][C:3]([C:5]1[CH:10]=[CH:9][C:8]([CH2:11][O:12][C:13]2[CH:19]=[C:18]([CH3:20])[CH:17]=[CH:16][C:14]=2[NH2:15])=[CH:7][CH:6]=1)=[O:4].C=O.[C:23]([BH3-])#N>CO.C(O)(=O)C.C(OCC)(=O)C>[CH3:1][O:2][C:3]([C:5]1[CH:6]=[CH:7][C:8]([CH2:11][O:12][C:13]2[CH:19]=[C:18]([CH3:20])[CH:17]=[CH:16][C:14]=2[NH:15][CH3:23])=[CH:9][CH:10]=1)=[O:4]. Procedure: To a mixture of 2-(4-methoxycarbonylphenyl)methoxy-4-methylaniline (420 mg) and 37% formaldeyde solution (69.7 mg) in a mixture of methanol (10 ml) and actic acid (0.1 ml) was added soduim cyanoborohydride (146 mg) and the mixture was stirred at amibient temperature for 3 hours. The solution was diluted with ethyl acetate (30 ml) and washed successively with saturated aqueous sodium hydrogen carbonate, water and brine. The organic solution was dried over magnesium sulfate and the solvent was eva... Starting materials: CS(=O)(=O)OCCC1=CC=C(C=C1)OCC=1N=C(OC1)\C=C\C1=CC=CC=C1 (2-[4-[2-[(E)-2-phenylethenyl]-4-oxazolylmethoxy]phenyl]ethyl methanesulfonate), N1C=NC=C1 (imidazole). Yields the product N1(C=NC=C1)CCC1=CC=C(OCC=2N=C(OC2)\C=C\C2=CC=CC=C2)C=C1 (4-[4-[2-(1-imidazolyl)ethyl]phenoxymethyl]-2-[(E)-2-phenylethenyl]oxazole). The yield is 38.0%. As a reaction SMILES: CS(O[CH2:6][CH2:7][C:8]1[CH:13]=[CH:12][C:11]([O:14][CH2:15][C:16]2[N:17]=[C:18](/[CH:21]=[CH:22]/[C:23]3[CH:28]=[CH:27][CH:26]=[CH:25][CH:24]=3)[O:19][CH:20]=2)=[CH:10][CH:9]=1)(=O)=O.[NH:29]1[CH:33]=[CH:32][N:31]=[CH:30]1>>[N:29]1([CH2:6][CH2:7][C:8]2[CH:13]=[CH:12][C:11]([O:14][CH2:15][C:16]3[N:17]=[C:18](/[CH:21]=[CH:22]/[C:23]4[CH:28]=[CH:27][CH:26]=[CH:25][CH:24]=4)[O:19][CH:20]=3)=[CH:10][CH:9]=2)[CH:33]=[CH:32][N:31]=[CH:30]1. Procedure: In substantially the same manner as in Working Example 25, 2-[4-[2-[(E)-2-phenylethenyl]-4-oxazolylmethoxy]phenyl]ethyl methanesulfonate was allowed to react with imidazole to give 4-[4-[2-(1-imidazolyl)ethyl]phenoxymethyl]-2-[(E)-2-phenylethenyl]oxazole. The yield was 38%. Recrystallization from ethyl acetate-hexane gave colorless prisms, mp 165-166° C. Starting materials: O=C1NCN(C12CCNCC2)C2=CC=CC=C2 (4-oxo-1-phenyl-1,3,8-triazaspiro[4,5]decane), C([O-])([O-])=O.[K+].[K+] (potassium carbonate), [I-].[K+] (potassium iodide), ClCCCC1(OCCO1)C1=C(C=C(C=C1)F)C (4-chloro-1-(2-methyl-4-fluorophenyl)-1,1-ethylenedioxybutane), ice water. Solvent: CN(C=O)C (dimethylformamide). Product: CC1=C(C=CC(=C1)F)C1(CCCN2CCC3(C(NCN3C3=CC=CC=C3)=O)CC2)OCCO1 (8-[4-(2-methyl-4-fluorophenyl)-4,4-ethylenedioxybutyl]-4-oxo-1-phenyl-1,3,8-triazaspiro[4,5]decane), crude crystals. RXN SMILES: Cl[CH2:2][CH2:3][CH2:4][C:5]1([C:10]2[CH:15]=[CH:14][C:13]([F:16])=[CH:12][C:11]=2[CH3:17])[O:9][CH2:8][CH2:7][O:6]1.[O:18]=[C:19]1[C:23]2([CH2:28][CH2:27][NH:26][CH2:25][CH2:24]2)[N:22]([C:29]2[CH:34]=[CH:33][CH:32]=[CH:31][CH:30]=2)[CH2:21][NH:20]1.C(=O)([O-])[O-].[K+].[K+].[I-].[K+]>CN(C)C=O>[CH3:17][C:11]1[CH:12]=[C:13]([F:16])[CH:14]=[CH:15][C:10]=1[C:5]1([O:9][CH2:8][CH2:7][O:6]1)[CH2:4][CH2:3][CH2:2][N:26]1[CH2:25][CH2:24][C:23]2([N:22]([C:29]3[CH:34]=[CH:33][CH:32]=[CH:31][CH:30]=3)[CH2:21][NH:20][C:19]2=[O:18])[CH2:28][CH2:27]1 |f:2.3.4,5.6|. Procedure details: A mixture of 3 g of 4-chloro-1-(2-methyl-4-fluorophenyl)-1,1-ethylenedioxybutane, 2.3 g. of 4-oxo-1-phenyl-1,3,8-triazaspiro[4,5]decane, 1.4 g of anhydrous potassium carbonate, 0.05 g of potassium iodide and 30 ml of dimethylformamide was refluxed for 3 hour. The resulting mixture was poured into ice water. The precipitated crystals were collected by filtration and washed with water to give 8-[4-(2-methyl-4-fluorophenyl)-4,4-ethylenedioxybutyl]-4-oxo-1-phenyl-1,3,8-triazaspiro[4,5]decane as crud... Reactants: C(C)N1N=CC(=C1C=1C=C(SC1)C(=O)OC)C (methyl 4-(1-ethyl-4-methyl-1H-pyrazol-5-yl)-2-thiophenecarboxylate), [OH-].[K+] (KOH). The solvent is C1CCOC1.O (THF H2O). Reaction conditions: temperature 50 celsius. The product is C(C)N1N=CC(=C1C=1C=C(SC1)C(=O)O)C (4-(1-ethyl-4-methyl-1H-pyrazol-5-yl)-2-thiophenecarboxylic acid). Yield: 94.0%. Reaction SMILES: [CH2:1]([N:3]1[C:7]([C:8]2[CH:9]=[C:10]([C:13]([O:15]C)=[O:14])[S:11][CH:12]=2)=[C:6]([CH3:17])[CH:5]=[N:4]1)[CH3:2].[OH-].[K+]>C1COCC1.O>[CH2:1]([N:3]1[C:7]([C:8]2[CH:9]=[C:10]([C:13]([OH:15])=[O:14])[S:11][CH:12]=2)=[C:6]([CH3:17])[CH:5]=[N:4]1)[CH3:2] |f:1.2,3.4|. Reported procedure: To a solution of methyl 4-(1-ethyl-4-methyl-1H-pyrazol-5-yl)-2-thiophenecarboxylate (270 mg, 1.08 mmol) in THF/H2O (2 mL/0.4 mL) was added KOH (303 mg, 1.79 mmol). The reaction mixture was heated to 50° C. for 4 h. After the mixture was concentrated and diluted with H2O, the pH was adjusted to 3. The mixture was extracted with DCM (5 mL×3). The collected organic layers were concentrated under vacuum to give the crude acid (240 mg), which was used directly in the next step without further purific... Starting materials: Cc1noc(NC(=O)OCC(Cl)(Cl)Cl)c1C, CS(C)=O, CCN(C(C)C)C(C)C, Fc1ccccc1-c1csc(N2CCNCC2)n1, O. The product is Cc1noc(NC(=O)N2CCN(c3nc(-c4ccccc4F)cs3)CC2)c1C. As a reaction SMILES: [CH3:1][c:2]1[n:3][o:4][c:5]([NH:8][C:9]([O:10][CH2:11][C:12]([Cl:13])([Cl:14])[Cl:15])=[O:16])[c:6]1[CH3:7].[CH3:45][S:46]([CH3:47])=[O:48].[CH:35]([N:36]([CH:37]([CH3:38])[CH3:39])[CH2:40][CH3:41])([CH3:42])[CH3:43].[F:17][c:18]1[c:19](-[c:24]2[n:25][c:26]([N:29]3[CH2:30][CH2:31][NH:32][CH2:33][CH2:34]3)[s:27][cH:28]2)[cH:20][cH:21][cH:22][cH:23]1.[OH2:44]>>[CH3:1][c:2]1[n:3][o:4][c:5]([NH:8][C:9](=[O:16])[N:32]2[CH2:31][CH2:30][N:29]([c:26]3[n:25][c:24](-[c:19]4[c:18]([F:17])[cH:23][cH:22][cH:21][cH:20]4)[cH:28][s:27]3)[CH2:34][CH2:33]2)[c:6]1[CH3:7].